From a dataset of the Open Reaction Database (ORD), a public repository of structured organic reaction records. describe an organic reaction: reactants, conditions, products, and yield Reactants: O, Cc1cc(O)ncc1C(=O)O, O=P(Cl)(Cl)Cl. Product: Cc1cc(Cl)ncc1C(=O)O. RXN SMILES: [OH2:17].[OH:1][c:2]1[n:3][cH:4][c:5]([C:6](=[O:7])[OH:8])[c:9]([CH3:11])[cH:10]1.[P:12]([Cl:13])([Cl:14])([Cl:15])=[O:16]>>[c:2]1([Cl:14])[n:3][cH:4][c:5]([C:6](=[O:7])[OH:8])[c:9]([CH3:11])[cH:10]1. Reactants: CS(C)=O, O=C(Cl)C(=O)Cl, ClCCl, O, OCCCc1ccccn1. Yields the product O=CCCc1ccccn1. RXN SMILES: [CH3:7][S:8]([CH3:9])=[O:10].[Cl:1][C:2]([C:3]([Cl:4])=[O:5])=[O:6].[Cl:22][CH2:23][Cl:24].[OH2:21].[n:11]1[c:12]([CH2:17][CH2:18][CH2:19][OH:20])[cH:13][cH:14][cH:15][cH:16]1>>[n:11]1[c:12]([CH2:17][CH2:18][CH:19]=[O:20])[cH:13][cH:14][cH:15][cH:16]1.